This data is from the Open Reaction Database (ORD), a public repository of structured organic reaction records. The task is: describe an organic reaction: reactants, conditions, products, and yield Reactants: C([C@H](O)[C@@H](O)C(=O)O)(=O)O (L-tartaric acid), C(C(O)C(O)C(=O)O)(=O)O (tartaric acid), N1=C(C=CC=C1)C1CCN(CC1)CCCN (3-[4-(2-pyridyl)piperidin-1-yl]propylamine), C(C(O)C(O)C(=O)O)(=O)O (tartaric acid). Run in C(C)O (ethanol), C(C)O (ethanol). Reaction conditions: time 1 hour. Product: C(=O)(O)[C@H](O)[C@@H](O)C(=O)O.N1=C(C=CC=C1)C1CCN(CC1)CCCN (3-[4-(2-pyridyl)piperidin-1-yl]propylamine L-tartrate salt). Reaction SMILES: [N:1]1[CH:6]=[CH:5][CH:4]=[CH:3][C:2]=1[CH:7]1[CH2:12][CH2:11][N:10]([CH2:13][CH2:14][CH2:15][NH2:16])[CH2:9][CH2:8]1.[C:17]([OH:26])(=[O:25])[C@@H:18]([C@H:20]([C:22]([OH:24])=[O:23])[OH:21])[OH:19].C(O)(=O)C(C(C(O)=O)O)O>C(O)C>[C:22]([C@@H:20]([C@H:18]([C:17]([OH:26])=[O:25])[OH:19])[OH:21])([OH:24])=[O:23].[N:1]1[CH:6]=[CH:5][CH:4]=[CH:3][C:2]=1[CH:7]1[CH2:8][CH2:9][N:10]([CH2:13][CH2:14][CH2:15][NH2:16])[CH2:11][CH2:12]1 |f:4.5|. Procedure details: A solution of 3-[4-(2-pyridyl)piperidin-1-yl]propylamine, (6), (637.9 g, 3.86 mol) in ethanol (8.5 L) was warmed to 65° C. A solution of L-tartaric acid (637.9 g, 4.25 mol) in ethanol (2.23 L) was added in portions. Approximately 15% of the tartaric acid solution was added and then reaction mixture was aged for 1 hour to afford a thin slurry of crystalline material. The remaining tartaric acid solution was added dropwise. Heating was discontinued and the solution was slowly cooled to ambient tem... The reactants are C(C)(=O)OCC=1C=C(OC1)C(=O)C=1N(C2=CC(=CC=C2C1NC(CC(C)C)=O)Cl)C(=O)OCC (2-(4-Acetoxymethyl-2-furoyl)-6-chloro-1-ethoxycarbonyl-3-(isovalerylamino)indole), [OH-].[Na+] (sodium hydroxide), [Cl-].[NH4+] (ammonium chloride). Solvent: C(C)O (ethanol). Run at time 5.5 hour. Product: ClC1=CC=C2C(=C(NC2=C1)C(=O)C=1OC=C(C1)CO)NC(CC(C)C)=O (6-Chloro-2-(4-hydroxymethyl-2-furoyl)-3-(isovalerylamino)indole). Isolated yield 72.7%. Reaction SMILES: C([O:4][CH2:5][C:6]1[CH:7]=[C:8]([C:11]([C:13]2[N:14](C(OCC)=O)[C:15]3[C:20]([C:21]=2[NH:22][C:23](=[O:28])[CH2:24][CH:25]([CH3:27])[CH3:26])=[CH:19][CH:18]=[C:17]([Cl:29])[CH:16]=3)=[O:12])[O:9][CH:10]=1)(=O)C.[OH-].[Na+].[Cl-].[NH4+]>C(O)C>[Cl:29][C:17]1[CH:16]=[C:15]2[C:20]([C:21]([NH:22][C:23](=[O:28])[CH2:24][CH:25]([CH3:26])[CH3:27])=[C:13]([C:11]([C:8]3[O:9][CH:10]=[C:6]([CH2:5][OH:4])[CH:7]=3)=[O:12])[NH:14]2)=[CH:19][CH:18]=1 |f:1.2,3.4|. Procedure details: To a solution of 2-(4-acetoxymethyl-2-furoyl)-6-chloro-1-ethoxycarbonyl-3-(isovalerylamino)indole (step 3, 213.5 mg, 0.437 mmol) in ethanol (1.5 ml) was added 2N aqueous sodium hydroxide (1.5 ml). After stirring for 5.5 h, the mixture was poured into saturated aqueous ammonium chloride (20 ml) and extracted with ethyl acetate (80 ml). The organic layer was washed with brine (20 ml), dried (MgSO4) and cocentrated. The residue was purified by flash column chromatography eluting with ethyl acetate/... Reactants: CN(CCc1ccc(Oc2ccccc2)cc1)C1CCN(C(=O)OC(C)(C)C)CC1, CC(Cl)Cl, Cl, C1COCCO1. Yields the product CN(CCc1ccc(Oc2ccccc2)cc1)C1CCNCC1. As a reaction SMILES: [CH3:1][N:2]([CH:3]1[CH2:4][CH2:5][N:6]([C:9]([O:10][C:11]([CH3:12])([CH3:13])[CH3:14])=[O:15])[CH2:7][CH2:8]1)[CH2:16][CH2:17][c:18]1[cH:19][cH:20][c:21]([O:24][c:25]2[cH:26][cH:27][cH:28][cH:29][cH:30]2)[cH:22][cH:23]1.[Cl:32][CH:33]([Cl:34])[CH3:35].[ClH:31].[O:36]1[CH2:37][CH2:38][O:39][CH2:40][CH2:41]1>>[CH3:1][N:2]([CH:3]1[CH2:4][CH2:5][NH:6][CH2:7][CH2:8]1)[CH2:16][CH2:17][c:18]1[cH:19][cH:20][c:21]([O:24][c:25]2[cH:26][cH:27][cH:28][cH:29][cH:30]2)[cH:22][cH:23]1.